This data is from the Open Reaction Database (ORD), a public repository of structured organic reaction records. The task is: describe an organic reaction: reactants, conditions, products, and yield Yields the product COC(C1=CN=C(C=C1)NC(C(CC1CCCC1)N1N=CC(=CC1=O)OC1=C(C=CC=C1)C)=O)=O (6-[3-cyclopentyl-2-(6-oxo-4-o-tolyloxy-6H-pyridazin-1-yl)-propionylamino]-nicotinic acid methyl ester). Yield: 32.0%. Procedure: Using the method described in Example 66, 3-cyclopentyl-2-(6-oxo-4-o-tolyloxy-6H-pyridazin-1-yl)-propionic acid (Intermediate 41) and 6-amino-nicotinic acid methyl ester afforded 6-[3-cyclopentyl-2-(6-oxo-4-o-tolyloxy-6H-pyridazin-1-yl)-propionylamino]-nicotinic acid methyl ester as a yellow solid (230 mg, 32%); ESI-LRMS m/e calcd for C26H28N4O5 [M+] 477, found 477 [M+H+]. 1H-NMR (300 MHz, DMSO-d6) δ ppm 0.95-1.25 (m, 1H) 1.31-1.81 (m, 8H) 1.85-2.07 (m, 1H) 2.16 (s, 3H) 2.21-2.41 (m, 1H) 3.85 (s... Reactants: C1(CCCC1)CC(C(=O)O)N1N=CC(=CC1=O)OC1=C(C=CC=C1)C (3-cyclopentyl-2-(6-oxo-4-o-tolyloxy-6H-pyridazin-1-yl)-propionic acid), C1(CCCC1)CC(C(=O)O)N1N=CC(=CC1=O)OC1=C(C=CC=C1)C (3-cyclopentyl-2-(6-oxo-4-o-tolyloxy-6H-pyridazin-1-yl)-propionic acid), COC(C1=CN=C(C=C1)N)=O (6-amino-nicotinic acid methyl ester). RXN SMILES: [CH:1]1([CH2:6][CH:7]([N:11]2[C:16](=[O:17])[CH:15]=[C:14]([O:18][C:19]3[CH:24]=[CH:23][CH:22]=[CH:21][C:20]=3[CH3:25])[CH:13]=[N:12]2)[C:8](O)=[O:9])[CH2:5][CH2:4][CH2:3][CH2:2]1.[CH3:26][O:27][C:28](=[O:36])[C:29]1[CH:34]=[CH:33][C:32]([NH2:35])=[N:31][CH:30]=1>>[CH3:26][O:27][C:28](=[O:36])[C:29]1[CH:34]=[CH:33][C:32]([NH:35][C:8](=[O:9])[CH:7]([N:11]2[C:16](=[O:17])[CH:15]=[C:14]([O:18][C:19]3[CH:24]=[CH:23][CH:22]=[CH:21][C:20]=3[CH3:25])[CH:13]=[N:12]2)[CH2:6][CH:1]2[CH2:5][CH2:4][CH2:3][CH2:2]2)=[N:31][CH:30]=1.